This data is from the Open Reaction Database (ORD), a public repository of structured organic reaction records. The task is: describe an organic reaction: reactants, conditions, products, and yield Reactants: CSC=1N(C=CN1)CC1(CCOCC1)C1=CC=C(C=C1)OCCCN1CCCC1 (2-(methylthio)-1-({4-[4-(3-pyrrolidin-1-ylpropoxy)phenyl]tetrahydro-2H-pyran-4-yl}methyl)-1H-imidazole). The reagents and catalysts are [Ni] (Raney Nickel). Solvent: CCO (EtOH), O (water). Yields the product N1(CCCC1)CCCOC1=CC=C(C=C1)C1(CCOCC1)CN1C=NC=C1 (1-{4-[4-(3-Pyrrolidin-1-yl-propoxy)-phenyl]-tetrahydro-pyran-4-ylmethyl}-1H-imidazole). The yield is 35.5%. RXN SMILES: CS[C:3]1[N:4]([CH2:8][C:9]2([C:15]3[CH:20]=[CH:19][C:18]([O:21][CH2:22][CH2:23][CH2:24][N:25]4[CH2:29][CH2:28][CH2:27][CH2:26]4)=[CH:17][CH:16]=3)[CH2:14][CH2:13][O:12][CH2:11][CH2:10]2)[CH:5]=[CH:6][N:7]=1>CCO.O.[Ni]>[N:25]1([CH2:24][CH2:23][CH2:22][O:21][C:18]2[CH:19]=[CH:20][C:15]([C:9]3([CH2:8][N:4]4[CH:5]=[CH:6][N:7]=[CH:3]4)[CH2:14][CH2:13][O:12][CH2:11][CH2:10]3)=[CH:16][CH:17]=2)[CH2:26][CH2:27][CH2:28][CH2:29]1. Procedure details: To a solution of 2-(methylthio)-1-({4-[4-(3-pyrrolidin-1-ylpropoxy)phenyl]tetrahydro-2H-pyran-4-yl}methyl)-1H-imidazole (90 mg, 0.22 mmol) in EtOH (4 ml) and water (1 ml) was added Raney Nickel (50% slurry in water) in 200 mg aliquots every 30 min. After 3 h all starting material had been consumed. The mixture was filtered through Arbocel® with EtOH (200 ml) and concentrated in vacuo. The crude product was purified by flash chromatography on silica gel eluting with dichloromethane:methanol:ammon...